From a dataset of the Open Reaction Database (ORD), a public repository of structured organic reaction records. describe an organic reaction: reactants, conditions, products, and yield Reactants: OC1(C(CC(C1(C)C)O)(C)O)C=CC(C)O (4-(1,2,4-trihydroxy-2,5,5-trimethylcyclopentyl)but-3-en-2-ol), C1CCOC1 (THF), [H-].[Al+3].[Li+].[H-].[H-].[H-] (lithium aluminum hydride), C1CCOC1 (THF), [OH-].[Na+] (sodium hydroxide). Solvent: O (water), O (water). Reaction conditions: time 10 hour. Yields the product OC1(C(C(C(C1)O)(C)C)=C=CC(C)O)C (4-(2,4-dihydroxy-2,5,5-trimethylcyclopentylidene)but-3-en-2-ol). Yield: 55.2%. RXN SMILES: C1COCC1.[H-].[Al+3].[Li+].[H-].[H-].[H-].O[C:13]1([CH:23]=[CH:24][CH:25]([OH:27])[CH3:26])[C:17]([CH3:19])([CH3:18])[CH:16]([OH:20])[CH2:15][C:14]1([OH:22])[CH3:21].[OH-].[Na+]>O>[OH:22][C:14]1([CH3:21])[CH2:15][CH:16]([OH:20])[C:17]([CH3:18])([CH3:19])[C:13]1=[C:23]=[CH:24][CH:25]([OH:27])[CH3:26] |f:1.2.3.4.5.6,8.9|. Procedure details: To 25 ml of an anhydrous THF suspension containing 583 mg of lithium aluminum hydride was slowly added 20 ml of an anhydrous THF solution containing 1.0 g of 4-(1,2,4-trihydroxy-2,5,5-trimethylcyclopentyl)but-3-en-2-ol under ice-cooling in a nitrogen atmosphere over 10 minutes. After the addition, the mixture was placed under refluxing conditions and stirred for 10 hours. After completion of the reaction, the reaction mixture was cooled, and 0.6 ml of water, 0.6 ml of a 15% sodium hydroxide aque... Reactants: COC(=O)C=1N=C(C=2C(N(C=CC2C1O)CC1=CC=CC=C1)=O)C#N (7-benzyl-1-cyano-4-hydroxy-8-oxo-7,8-dihydro-[2,7]naphthyridine-3-carboxylic acid methyl ester), NCCC(=O)O (β-alanine), C[O-].[Na+] (NaOMe). Yields the product C(C1=CC=CC=C1)N1C=CC=2C(=C(N=C(C2C1=O)C#N)C(=O)NCCC(=O)O)O (3-[(7-Benzyl-1-cyano-4-hydroxy-8-oxo-7,8-dihydro-[2,7]naphthyridine-3-carbonyl)-amino]-propionic acid). Isolated yield 59.5%. Reaction SMILES: CO[C:3]([C:5]1[N:6]=[C:7]([C:24]#[N:25])[C:8]2[C:9](=[O:23])[N:10]([CH2:16][C:17]3[CH:22]=[CH:21][CH:20]=[CH:19][CH:18]=3)[CH:11]=[CH:12][C:13]=2[C:14]=1[OH:15])=[O:4].[NH2:26][CH2:27][CH2:28][C:29]([OH:31])=[O:30].C[O-].[Na+]>>[CH2:16]([N:10]1[C:9](=[O:23])[C:8]2[C:7]([C:24]#[N:25])=[N:6][C:5]([C:3]([NH:26][CH2:27][CH2:28][C:29]([OH:31])=[O:30])=[O:4])=[C:14]([OH:15])[C:13]=2[CH:12]=[CH:11]1)[C:17]1[CH:22]=[CH:21][CH:20]=[CH:19][CH:18]=1 |f:2.3|. Procedure details: A mixture of 7-benzyl-1-cyano-4-hydroxy-8-oxo-7,8-dihydro-[2,7]naphthyridine-3-carboxylic acid methyl ester (30 mg, 0.090 mmol), β-alanine (1.06 g, 11.9 mmol) and NaOMe solution (18 mL, 8.96 mmol, 0.5 M in MeOH) was refluxed for 16 h. After the mixture was cooled to r.t., solvent was evaporated in vacuo. The residue was partitioned between EtOAc and water. 1 M HCl was added with vigorous stirring until pH was about 2. The organic layer was dried over MgSO4 and concentrated. The crude residue was... Reactants: solution, C(C(=O)Cl)(=O)Cl (oxalylchloride), N1=C(C=CC=C1C)C (2,6-lutidine), ClC=1C=C(C=CC1S(=O)(=O)C)[C@H](C(=O)NC1=NN(C=C1)C)CC1CCCC1 (3-[2(R)-(3-chloro-4-methanesulfonyl-phenyl)-3-cyclopentyl-propionylamino]-1-methyl-pyrazole), CC1=CC=C(CN2N=C(C=C2)N)C=C1 (1-(4-methyl-benzyl)-1H-pyrazol-3-ylamine). Run in C(Cl)Cl (methylene chloride), C(Cl)Cl (methylene chloride). Run at temperature 25 celsius, time 1 hour. The product is ClC=1C=C(C=CC1S(=O)(=O)C)[C@H](C(=O)NC1=NN(C=C1)CC1=CC=C(C=C1)C)CC1CCCC1 (2(R)-(3-chloro-4-methanesulfonyl-phenyl)-3-cyclopentyl-N-[1-(4-methyl-benzyl)-1H-pyrazol-3-yl]-propionamide). Isolated yield 57.3%. Reaction SMILES: [Cl:1][C:2]1[CH:3]=[C:4]([C@@H:12]([CH2:22][CH:23]2[CH2:27][CH2:26][CH2:25][CH2:24]2)[C:13]([NH:15][C:16]2[CH:20]=[CH:19][N:18]([CH3:21])[N:17]=2)=[O:14])[CH:5]=[CH:6][C:7]=1[S:8]([CH3:11])(=[O:10])=[O:9].C(Cl)(=O)C(Cl)=O.N1[C:39]([CH3:40])=[CH:38][CH:37]=[CH:36][C:35]=1[CH3:41].CC1C=CC(CN2C=CC(N)=N2)=CC=1>C(Cl)Cl>[Cl:1][C:2]1[CH:3]=[C:4]([C@@H:12]([CH2:22][CH:23]2[CH2:24][CH2:25][CH2:26][CH2:27]2)[C:13]([NH:15][C:16]2[CH:20]=[CH:19][N:18]([CH2:21][C:36]3[CH:37]=[CH:38][C:39]([CH3:40])=[CH:41][CH:35]=3)[N:17]=2)=[O:14])[CH:5]=[CH:6][C:7]=1[S:8]([CH3:11])(=[O:10])=[O:9]. Procedure details: To a solution containing 2(R)-(3-chloro-4-methanesulfonyl-phenyl)-3-cyclopentyl-propionic acid (prepared as in PCT WO 2004/052869 A1, Example 1, 100 mg, 0.30 mmol) in methylene chloride (20 mL), was then added a 2.0 M solution of oxalylchloride in methylene chloride (181 μL, 0.36 mmol) at 0° C. and allowed to stir at 25° C. for 1 h, after which time 2,6-lutidine (70 μL, 0.61 mmol) was added to the solution at 0° C. After 1 h, crude 1-(4-methyl-benzyl)-1H-pyrazol-3-ylamine (0.42 mmol based on the... Reactants: CC(C)Br, CN(C)C=O, O=C(c1ccc2[nH]c(C(=O)N3CCC(F)(F)CC3)cc2c1)N1CCC(N2CCOCC2)CC1, [H-], [Na+]. Product: CC(C)n1c(C(=O)N2CCC(F)(F)CC2)cc2cc(C(=O)N3CCC(N4CCOCC4)CC3)ccc21. Reaction SMILES: [Br:36][CH:37]([CH3:38])[CH3:39].[CH3:40][N:41]([CH3:42])[CH:43]=[O:44].[F:1][C:2]1([F:33])[CH2:3][CH2:4][N:5]([C:8](=[O:9])[c:10]2[nH:11][c:12]3[cH:13][cH:14][c:15]([C:19](=[O:20])[N:21]4[CH2:22][CH2:23][CH:24]([N:27]5[CH2:28][CH2:29][O:30][CH2:31][CH2:32]5)[CH2:25][CH2:26]4)[cH:16][c:17]3[cH:18]2)[CH2:6][CH2:7]1.[H-:34].[Na+:35]>>[F:1][C:2]1([F:33])[CH2:3][CH2:4][N:5]([C:8](=[O:9])[c:10]2[n:11]([CH:37]([CH3:38])[CH3:39])[c:12]3[cH:13][cH:14][c:15]([C:19](=[O:20])[N:21]4[CH2:22][CH2:23][CH:24]([N:27]5[CH2:28][CH2:29][O:30][CH2:31][CH2:32]5)[CH2:25][CH2:26]4)[cH:16][c:17]3[cH:18]2)[CH2:6][CH2:7]1.